The task is: describe an organic reaction: reactants, conditions, products, and yield. This data is from the Open Reaction Database (ORD), a public repository of structured organic reaction records. Reactants: NC=O, O=CO, CC(=O)c1ccc(Cl)cc1, O. Yields the product CC(N)c1ccc(Cl)cc1. Reaction SMILES: [CH:11](=[O:12])[NH2:13].[CH:14]([OH:15])=[O:16].[Cl:1][c:2]1[cH:3][cH:4][c:5]([C:8]([CH3:9])=[O:10])[cH:6][cH:7]1.[OH2:17]>>[Cl:1][c:2]1[cH:3][cH:4][c:5]([CH:8]([CH3:9])[NH2:13])[cH:6][cH:7]1. Reactants: ClC1=CC=CC2=C1C(N1[C@H](C=3N2C=NC3C(=O)OCC)CCC1)=O (ethyl (S)-8-chloro-11,12,13,13a-tetrahydro-9-oxo-9H-imidazo[1,5-a]pyrrolo[2,1-c][1,4]-benzodiazepine-1-carboxylate), [C-]#N.[K+] (potassium cyanide). The solvent is OCC1CCCCC1 (hydroxymethyl-cyclohexane). Run at time 16 hour. Yields the product ClC1=CC=CC2=C1C(N1[C@H](C=3N2C=NC3C(=O)OCC3CCCCC3)CCC1)=O (cyclohexylmethyl (S)-8-chloro-11,12,13,13a-tetrahydro-9-oxo-9H-imidazo[1,5-a]pyrrolo[2,1-c][1,4]benzodiazepine-1-carboxylate). As a reaction SMILES: [Cl:1][C:2]1[C:7]2[C:8](=[O:24])[N:9]3[CH2:23][CH2:22][CH2:21][C@H:10]3[C:11]3[N:12]([CH:13]=[N:14][C:15]=3[C:16]([O:18][CH2:19][CH3:20])=[O:17])[C:6]=2[CH:5]=[CH:4][CH:3]=1.[C-]#N.[K+]>OCC1CCCCC1>[Cl:1][C:2]1[C:7]2[C:8](=[O:24])[N:9]3[CH2:23][CH2:22][CH2:21][C@H:10]3[C:11]3[N:12]([CH:13]=[N:14][C:15]=3[C:16]([O:18][CH2:19][CH:20]3[CH2:6][CH2:7][CH2:2][CH2:3][CH2:4]3)=[O:17])[C:6]=2[CH:5]=[CH:4][CH:3]=1 |f:1.2|. Procedure details: A mixture of 6.9 g (20 mmol) of ethyl (S)-8-chloro-11,12,13,13a-tetrahydro-9-oxo-9H-imidazo[1,5-a]pyrrolo[2,1-c][1,4]-benzodiazepine-1-carboxylate, 0.6 g (9.2 mmol) of potassium cyanide and 70 ml of hydroxymethyl-cyclohexane is stirred at 130° for 16 hours, a small amount of solvent being distilled off twice in the course of the reaction. The mixture is subsequently evaporated in a high vacuum, the residue is partitioned between water and chloroform, the chloroform solution is washed twice with ...